This data is from the Open Reaction Database (ORD), a public repository of structured organic reaction records. The task is: describe an organic reaction: reactants, conditions, products, and yield The reactants are Cc1ccc(S(=O)(=O)n2ccc3c2ncc2ncc(C4CC(N(Cc5ccccc5)Cc5ccccc5)CC4C)n23)cc1, C1COCCO1, [Na+], [OH-]. Yields the product CC1CC(N(Cc2ccccc2)Cc2ccccc2)CC1c1cnc2cnc3[nH]ccc3n12. Reaction SMILES: [CH2:1]([c:2]1[cH:3][cH:4][cH:5][cH:6][cH:7]1)[N:8]([CH:9]1[CH2:10][CH:11]([CH3:36])[CH:12]([c:14]2[cH:15][n:16][c:17]3[n:18]2[c:19]2[c:20]([n:21][cH:22]3)[n:23]([S:26]([c:27]3[cH:28][cH:29][c:30]([CH3:31])[cH:32][cH:33]3)(=[O:34])=[O:35])[cH:24][cH:25]2)[CH2:13]1)[CH2:37][c:38]1[cH:39][cH:40][cH:41][cH:42][cH:43]1.[CH2:46]1[O:47][CH2:48][CH2:49][O:50][CH2:51]1.[Na+:45].[OH-:44]>>[CH2:1]([c:2]1[cH:3][cH:4][cH:5][cH:6][cH:7]1)[N:8]([CH:9]1[CH2:10][CH:11]([CH3:36])[CH:12]([c:14]2[cH:15][n:16][c:17]3[n:18]2[c:19]2[c:20]([n:21][cH:22]3)[nH:23][cH:24][cH:25]2)[CH2:13]1)[CH2:37][c:38]1[cH:39][cH:40][cH:41][cH:42][cH:43]1. Reactants: OCc1cccc(Br)n1, CC(C)CNS(=O)(=O)c1ccccc1Cl, CCOC(=O)N=NC(=O)OCC, C1CCOC1, c1ccc(P(c2ccccc2)c2ccccc2)cc1. The product is CC(C)CN(Cc1cccc(Br)n1)S(=O)(=O)c1ccccc1Cl. RXN SMILES: [Br:16][c:17]1[cH:18][cH:19][cH:20][c:21]([CH2:23][OH:24])[n:22]1.[Cl:1][c:2]1[c:3]([S:8](=[O:9])(=[O:10])[NH:11][CH2:12][CH:13]([CH3:14])[CH3:15])[cH:4][cH:5][cH:6][cH:7]1.[O:44]=[C:45]([O:46][CH2:47][CH3:48])[N:49]=[N:50][C:51]([O:52][CH2:53][CH3:54])=[O:55].[O:56]1[CH2:57][CH2:58][CH2:59][CH2:60]1.[c:25]1([P:26]([c:27]2[cH:28][cH:29][cH:30][cH:31][cH:32]2)[c:33]2[cH:34][cH:35][cH:36][cH:37][cH:38]2)[cH:39][cH:40][cH:41][cH:42][cH:43]1>>[Cl:1][c:2]1[c:3]([S:8](=[O:9])(=[O:10])[N:11]([CH2:12][CH:13]([CH3:14])[CH3:15])[CH2:23][c:21]2[cH:20][cH:19][cH:18][c:17]([Br:16])[n:22]2)[cH:4][cH:5][cH:6][cH:7]1.